From a dataset of the Open Reaction Database (ORD), a public repository of structured organic reaction records. describe an organic reaction: reactants, conditions, products, and yield Reactants: COC(=O)c1cc(OCc2c(-c3ccccc3)noc2C)no1, C[Al](C)C, NN1CCCCC1, C1COCCO1. Product: Cc1onc(-c2ccccc2)c1COc1cc(C(=O)NN2CCCCC2)on1. Reaction SMILES: [CH3:12][O:13][C:14](=[O:15])[c:16]1[cH:17][c:18]([O:21][CH2:22][c:23]2[c:24](-[c:29]3[cH:30][cH:31][cH:32][cH:33][cH:34]3)[n:25][o:26][c:27]2[CH3:28])[n:19][o:20]1.[CH3:1][Al:2]([CH3:3])[CH3:4].[NH2:5][N:6]1[CH2:7][CH2:8][CH2:9][CH2:10][CH2:11]1.[O:35]1[CH2:36][CH2:37][O:38][CH2:39][CH2:40]1>>[NH:5]([N:6]1[CH2:7][CH2:8][CH2:9][CH2:10][CH2:11]1)[C:14](=[O:13])[c:16]1[cH:17][c:18]([O:21][CH2:22][c:23]2[c:24](-[c:29]3[cH:30][cH:31][cH:32][cH:33][cH:34]3)[n:25][o:26][c:27]2[CH3:28])[n:19][o:20]1. Reactants: CCCCCCCCCCCCC(C)C1(C(=S)OC)CO1, CC[O-], CCO, [Na+], O. The product is CCCCCCCCCCCCC(C)C1(C(O)=S)CO1. Reaction SMILES: [CH3:1][CH:2]([CH2:3][CH2:4][CH2:5][CH2:6][CH2:7][CH2:8][CH2:9][CH2:10][CH2:11][CH2:12][CH2:13][CH3:14])[C:15]1([C:16](=[S:17])[O:18][CH3:19])[CH2:20][O:21]1.[CH3:23][CH2:24][O-:25].[CH3:27][CH2:28][OH:29].[Na+:22].[OH2:26]>>[CH3:1][CH:2]([CH2:3][CH2:4][CH2:5][CH2:6][CH2:7][CH2:8][CH2:9][CH2:10][CH2:11][CH2:12][CH2:13][CH3:14])[C:15]1([C:16](=[S:17])[OH:18])[CH2:20][O:21]1. Starting materials: C1(CC1)C(=O)C1=CC=C(C=C1)C(C(=O)O)C (2-(4-Cyclopropanecarbonyl-phenyl)-proprionic acid), N1(CCCC1)C(=O)N (pyrroldineamide). Product: CN(C(C(C)C1=CC=C(C=C1)C(=O)C1CC1)=O)C (2-(4-Cyclopropanecarbonyl-phenyl)-proprionic acid, dimethylamide). RXN SMILES: [CH:1]1([C:4]([C:6]2[CH:11]=[CH:10][C:9]([CH:12]([CH3:16])[C:13](O)=[O:14])=[CH:8][CH:7]=2)=[O:5])[CH2:3][CH2:2]1.[N:17]1(C(N)=O)[CH2:21]CC[CH2:18]1>>[CH3:18][N:17]([CH3:21])[C:13](=[O:14])[CH:12]([C:9]1[CH:10]=[CH:11][C:6]([C:4]([CH:1]2[CH2:3][CH2:2]2)=[O:5])=[CH:7][CH:8]=1)[CH3:16]. Reported procedure: 2-(4-Cyclopropanecarbonyl-phenyl)-proprionic acid, pyrroldineamide; The reactants are NC1=NNC=N1 (3-amino-s-triazole), CCOC(=O)CC(=O)CC(=O)OCC (diethyl acetonedicarboxylate), Cl (hydrochloric acid). Solvent: C(C)(=O)O (acetic acid). Yields the product C(C)OC(=O)CC1=NC=2N(C(=C1)O)N=CN2 (5-ethoxycarbonylmethyl-7-hydroxy-s-triazolo[1,5-a]pyrimidine). The yield is 96.0%. RXN SMILES: [NH2:1][C:2]1[N:6]=[CH:5][NH:4][N:3]=1.[CH3:7][CH2:8][O:9][C:10]([CH2:12][C:13]([CH2:15][C:16](OCC)=[O:17])=O)=[O:11].Cl>C(O)(=O)C>[CH2:8]([O:9][C:10]([CH2:12][C:13]1[CH:15]=[C:16]([OH:17])[N:3]2[N:4]=[CH:5][N:6]=[C:2]2[N:1]=1)=[O:11])[CH3:7]. Procedure details: A suspension of 3-amino-s-triazole (28 g) and diethyl acetonedicarboxylate (100 g) in 100 ml of acetic acid was refluxed for six hours. After cooling to room temperature, 150 ml of concentrated hydrochloric acid was added under ice cooling, the crystals thus formed were collected by filtration, and washed twice with 100 ml of ethanol, then once with 100 ml of ether, affording 71 g of the objective compound as colorless crystals. Reactants: O (water), ClC=1C=C(C=C(C1)Cl)CO (3,5-dichlorophenylmethanol), N1=CC=CC=C1 (pyridine), S(=O)(Cl)Cl (thionyl chloride). The solvent is C(Cl)(Cl)Cl (chloroform). Reaction conditions: time 18 hour. Yields the product ClC=1C=C(C=C(C1)Cl)CCl (3,5-dichlorophenylmethyl chloride). Isolated yield 92.9%. RXN SMILES: [Cl:1][C:2]1[CH:3]=[C:4]([CH2:9]O)[CH:5]=[C:6]([Cl:8])[CH:7]=1.N1C=CC=CC=1.S(Cl)([Cl:19])=O.O>C(Cl)(Cl)Cl>[Cl:1][C:2]1[CH:3]=[C:4]([CH2:9][Cl:19])[CH:5]=[C:6]([Cl:8])[CH:7]=1. Reported procedure: Under a nitrogen atmosphere, a stirred solution of 25.0 grams (0.141 mole) of 3,5-dichlorophenylmethanol and 11.4 mL (0.141 mole) of pyridine in 200 mL of chloroform was cooled to 5° C., and 15.9 mL (0.218 mole) of thionyl chloride was added dropwise during a 10 minute period. Upon completion of addition, the reaction mixture was allowed to warm to ambient temperature where it was stirred for about 18 hours. After this time, the reaction mixture was poured into 300 mL of water, and the mixture w... Isolated yield 25.2%. The product is C1(C)S(=O)(=O)OCCOS1(=O)=O (Ethylene 1,1-Ethanedisulfonate). Procedure details: The reaction procedure described in Example XIII for the preparation of trimethylene 1,1-ethanedisulfonate was followed, substituting for the 1,3-propane diol used in Example XIII, ethylene glycol (5.0 gram, 0.008 mole). The reaction mixture was stirred for 3 hours at room temperature, the solid amine hydrochloride residue removed, and the filtrate roto-evaporated to remove glyme. The crude product obtained was redissolved in a minimum amount of methylene chloride, and subsequent addition of cyc... RXN SMILES: [CH:1]1([S:11](=[O:13])(=[O:12])[O:10][CH2:9]C[CH2:7][O:6][S:3]1(=[O:5])=[O:4])[CH3:2].C(O)CCO.C(O)CO>C(Cl)Cl.C1CCCCC1>[CH:1]1([S:3](=[O:4])(=[O:5])[O:6][CH2:7][CH2:9][O:10][S:11]1(=[O:12])=[O:13])[CH3:2]. Reaction conditions: time 3 hour. The reactants are C1(C)S(=O)(=O)OCCCOS1(=O)=O (trimethylene 1,1-ethanedisulfonate), C(CCO)O (1,3-propane diol), C(CO)O (ethylene glycol). The solvent is C(Cl)Cl (methylene chloride), C1CCCCC1 (cyclohexane), C1CCCCC1 (cyclohexane). Reactants: CCCCc1nc(C(=O)OC)c(C(=O)OC)n1Cc1ccc(-c2ccccc2C(=O)OC(C)(C)C)cc1, CC(C)C[Al+]CC(C)C, CCOC(C)=O, Cc1ccccc1, [Cl-], [H-], [NH4+], C1CCOC1. Product: CCCCc1nc(CO)c(C(=O)OC)n1Cc1ccc(-c2ccccc2C(=O)OC(C)(C)C)cc1. RXN SMILES: [C:11]([CH3:12])([CH3:13])([CH3:14])[O:15][C:16](=[O:17])[c:18]1[c:19](-[c:24]2[cH:25][cH:26][c:27]([CH2:30][n:31]3[c:32]([CH2:44][CH2:45][CH2:46][CH3:47])[n:33][c:34]([C:40](=[O:41])[O:42][CH3:43])[c:35]3[C:36](=[O:37])[O:38][CH3:39])[cH:28][cH:29]2)[cH:20][cH:21][cH:22][cH:23]1.[CH2:2]([Al+:3][CH2:4][CH:5]([CH3:6])[CH3:7])[CH:8]([CH3:9])[CH3:10].[CH3:50][CH2:51][O:52][C:53](=[O:54])[CH3:55].[CH3:56][c:57]1[cH:58][cH:59][cH:60][cH:61][cH:62]1.[Cl-:48].[H-:1].[NH4+:49].[O:63]1[CH2:64][CH2:65][CH2:66][CH2:67]1>>[C:11]([CH3:12])([CH3:13])([CH3:14])[O:15][C:16](=[O:17])[c:18]1[c:19](-[c:24]2[cH:25][cH:26][c:27]([CH2:30][n:31]3[c:32]([CH2:44][CH2:45][CH2:46][CH3:47])[n:33][c:34]([CH2:40][OH:41])[c:35]3[C:36](=[O:37])[O:38][CH3:39])[cH:28][cH:29]2)[cH:20][cH:21][cH:22][cH:23]1. Reactants: C#Cc1ccc(C=O)cc1, CC(=O)O[BH-](OC(C)=O)OC(C)=O, CCNCC, CC(=O)O, ClCCCl, [Na+]. Product: C#Cc1ccc(CN(CC)CC)cc1. RXN SMILES: [C:15](#[CH:16])[c:17]1[cH:18][cH:19][c:20]([CH:21]=[O:22])[cH:23][cH:24]1.[C:1]([O:2][BH-:3]([O:4][C:5](=[O:6])[CH3:7])[O:8][C:9](=[O:10])[CH3:11])(=[O:12])[CH3:13].[CH2:25]([CH3:26])[NH:27][CH2:28][CH3:29].[CH3:30][C:31](=[O:32])[OH:33].[Cl:34][CH2:35][CH2:36][Cl:37].[Na+:14]>>[C:15](#[CH:16])[c:17]1[cH:18][cH:19][c:20]([CH2:21][N:27]([CH2:25][CH3:26])[CH2:28][CH3:29])[cH:23][cH:24]1. Starting materials: Cc1ccc(Br)cc1, Cn1c(C#N)ccc1CC(=O)O, [Mg], c1ccc(Oc2ccccc2)cc1, C1CCOC1. Yields the product Cc1ccc(C(=O)c2ccc(CC(=O)O)n2C)cc1. Reaction SMILES: [Br:2][c:3]1[cH:4][cH:5][c:6]([CH3:9])[cH:7][cH:8]1.[C:10](#[N:11])[c:12]1[cH:13][cH:14][c:15]([CH2:18][C:19](=[O:20])[OH:21])[n:16]1[CH3:17].[Mg:1].[O:22]([c:23]1[cH:24][cH:25][cH:26][cH:27][cH:28]1)[c:29]1[cH:30][cH:31][cH:32][cH:33][cH:34]1.[O:35]1[CH2:36][CH2:37][CH2:38][CH2:39]1>>[c:3]1([C:10]([c:12]2[cH:13][cH:14][c:15]([CH2:18][C:19](=[O:20])[OH:21])[n:16]2[CH3:17])=[O:22])[cH:4][cH:5][c:6]([CH3:9])[cH:7][cH:8]1.